From a dataset of the Open Reaction Database (ORD), a public repository of structured organic reaction records. describe an organic reaction: reactants, conditions, products, and yield Reactants: C1CCOC1, CN(C)CCO, COC(=O)c1cc(O)cc2c1ccn2C(C)C, CCOC(=O)N=NC(=O)OCC, c1ccc(P(c2ccccc2)c2ccccc2)cc1. The product is COC(=O)c1cc(OCCN(C)C)cc2c1ccn2C(C)C. Reaction SMILES: [CH2:55]1[O:56][CH2:57][CH2:58][CH2:59]1.[CH3:18][N:19]([CH2:20][CH2:21][OH:22])[CH3:23].[CH3:1][O:2][C:3](=[O:4])[c:5]1[c:6]2[cH:7][cH:8][n:9]([CH:15]([CH3:16])[CH3:17])[c:10]2[cH:11][c:12]([OH:14])[cH:13]1.[O:43]=[C:44]([O:45][CH2:46][CH3:47])[N:48]=[N:49][C:50]([O:51][CH2:52][CH3:53])=[O:54].[c:24]1([P:25]([c:26]2[cH:27][cH:28][cH:29][cH:30][cH:31]2)[c:32]2[cH:33][cH:34][cH:35][cH:36][cH:37]2)[cH:38][cH:39][cH:40][cH:41][cH:42]1>>[CH3:1][O:2][C:3](=[O:4])[c:5]1[c:6]2[cH:7][cH:8][n:9]([CH:15]([CH3:16])[CH3:17])[c:10]2[cH:11][c:12]([O:14][CH2:21][CH2:20][N:19]([CH3:18])[CH3:23])[cH:13]1. Reactants: ClCCN(P(OCCOS(=O)(=O)C1=CC=C(C=C1)Br)(=O)N(CCCl)CCCl)CCCl (2-(4-bromobenzenesulfonyloxy)ethyl tetrakis(2-chloroethyl)-phosphorodiamidate), solution, CNC(CS)=O (N-methyl-2-mercaptoacetamide), [OH-].[Na+] (sodium hydroxide), CNC(CS)=O (N-methyl-2-mercaptoacetamide). The solvent is C1(=CC=CC=C1)C (toluene), C1(=CC=CC=C1)C (toluene), CO (methanol). Run at time 30 minute. Product: CNC(CSCCOP(=O)(N(CCCl)CCCl)N(CCCl)CCCl)=O (N-methyl-2-[[2-[[bis[bis(2-chloroethyl)amino]phosphinyl]oxy]ethyl]thio]acetamide). RXN SMILES: [OH-].[Na+].[CH3:3][NH:4][C:5](=[O:8])[CH2:6][SH:7].[Cl:9][CH2:10][CH2:11][N:12]([CH2:36][CH2:37][Cl:38])[P:13]([N:29]([CH2:33][CH2:34][Cl:35])[CH2:30][CH2:31][Cl:32])(=[O:28])[O:14][CH2:15][CH2:16]OS(C1C=CC(Br)=CC=1)(=O)=O>CO.C1(C)C=CC=CC=1>[CH3:3][NH:4][C:5](=[O:8])[CH2:6][S:7][CH2:16][CH2:15][O:14][P:13]([N:29]([CH2:33][CH2:34][Cl:35])[CH2:30][CH2:31][Cl:32])([N:12]([CH2:11][CH2:10][Cl:9])[CH2:36][CH2:37][Cl:38])=[O:28] |f:0.1|. Reported procedure: To a solution of crushed sodium hydroxide pellets, 2.28 g (57 mmol), in 20 mL anhydrous methanol cooled in an ice bath was added N-methyl-2-mercaptoacetamide, 3 g (28.5 mmol), slowly, followed by the addition of 20 mL anhydrous toluene and 2-(4-bromobenzenesulfonyloxy)ethyl tetrakis(2-chloroethyl)-phosphorodiamidate, 34.4 mL of 0.83 M solution in toluene (28.5), while maintaining the temperature at 5° C. or less. After stirring for about 30 min, the reaction mixture became a white slurry. It was...